This data is from the Open Reaction Database (ORD), a public repository of structured organic reaction records. The task is: describe an organic reaction: reactants, conditions, products, and yield The reactants are P(=O)([O-])(O)O.[Na+] (monosodium phosphate), [OH-].[Ca+2].[OH-] (calcium hydroxide), O=P12OP3(=O)OP(=O)(O1)OP(=O)(O2)O3 (P2O5). The product is [OH-].[Na+] (NaOH), P(=O)([O-])([O-])O.[Na+].[Na+] (disodium phosphate). RXN SMILES: [OH-].[Ca+2].[OH-].[O:4]=P12OP3(OP(OP(O3)(O1)=O)(=O)O2)=O.[P:18]([OH:22])([OH:21])([O-:20])=[O:19].[Na+:23]>>[OH-:4].[Na+:23].[P:18]([OH:22])([O-:21])([O-:20])=[O:19].[Na+:23].[Na+:23] |f:0.1.2,4.5,6.7,8.9.10|. Reported procedure: To the above filtrate, a slurry containing 179 g of calcium hydroxide (32%) was added at a temperature of about 55 degrees C. An amount of 241 g of dicalcium phosphate was separated (49% humidity) leaving a solution of 1960 ml. The solution had a pH of 4.75 with a P2O5 concentration of 7.6%. This filtrate consisted substantially of pure monosodium phosphate; by its neutralization with a solution of 47.5% NaOH (containing 1.2% NaCl) to a pH of about 8.7, disodium phosphate was produced. In this n... Starting materials: BrCCCCC#N (5-bromovaleronitrile), solution, C(C)[Mg]Br (ethylmagnesium bromide), N1=CC(=CC=C1)C=1NC2=CC=CC=C2C1 (2-(3-pyridyl)indole), ice water. Run in O1CCCC1 (tetrahydrofuran), O1CCCC1 (tetrahydrofuran), O1CCCC1 (tetrahydrofuran). Reaction conditions: time 0.5 hour. The product is C(#N)CCCCC1=C(NC2=CC=CC=C12)C=1C=NC=CC1 (3-(4-cyanobutyl)-2-(3-pyridyl)indole). RXN SMILES: C([Mg]Br)C.[N:5]1[CH:10]=[CH:9][CH:8]=[C:7]([C:11]2[NH:12][C:13]3[C:18]([CH:19]=2)=[CH:17][CH:16]=[CH:15][CH:14]=3)[CH:6]=1.Br[CH2:21][CH2:22][CH2:23][CH2:24][C:25]#[N:26]>O1CCCC1>[C:25]([CH2:24][CH2:23][CH2:22][CH2:21][C:19]1[C:18]2[C:13](=[CH:14][CH:15]=[CH:16][CH:17]=2)[NH:12][C:11]=1[C:7]1[CH:6]=[N:5][CH:10]=[CH:9][CH:8]=1)#[N:26]. Procedure details: To 6.0 ml of a 2M solution of ethylmagnesium bromide in tetrahydrofuran under nitrogen at 0° is added dropwise over 20 minutes a solution of 2-(3-pyridyl)indole (1.9 g) in 12 ml of tetrahydrofuran. The mixture is stirred at 0° for 0.5 hour and is then treated with a solution of 1.78 g of 5-bromovaleronitrile in 4 ml of tetrahydrofuran. This mixture is stirred at 0° for 1 hour, then at room temperature for 1 hour, and is then poured into 125 ml of ice-water. This is extracted with 2×50 ml of ethe... The reactants are CCCCCCCCCC1COC(c2ccc(Br)cc2)OC1, OB(O)c1ccc(OCCCCC(F)(F)C(F)(F)C(F)(F)C(F)(F)F)c(F)c1F, [Na+], [Na+], O=C([O-])[O-], c1ccc(P(c2ccccc2)(c2ccccc2)[Pd](P(c2ccccc2)(c2ccccc2)c2ccccc2)(P(c2ccccc2)(c2ccccc2)c2ccccc2)P(c2ccccc2)(c2ccccc2)c2ccccc2)cc1. Product: CCCCCCCCCC1COC(c2ccc(-c3ccc(OCCCCC(F)(F)C(F)(F)C(F)(F)C(F)(F)F)c(F)c3F)cc2)OC1. RXN SMILES: [Br:1][c:2]1[cH:3][cH:4][c:5]([CH:8]2[O:9][CH2:10][CH:11]([CH2:14][CH2:15][CH2:16][CH2:17][CH2:18][CH2:19][CH2:20][CH2:21][CH3:22])[CH2:12][O:13]2)[cH:6][cH:7]1.[F:23][c:24]1[c:25]([B:49]([OH:50])[OH:51])[cH:26][cH:27][c:28]([O:31][CH2:32][CH2:33][CH2:34][CH2:35][C:36]([C:37]([C:38]([C:39]([F:40])([F:41])[F:42])([F:43])[F:44])([F:45])[F:46])([F:47])[F:48])[c:29]1[F:30].[Na+:52].[Na+:53].[O-:54][C:55](=[O:56])[O-:57].[cH:58]1[cH:59][cH:60][c:61]([P:62]([Pd:63]([P:64]([c:65]2[cH:66][cH:67][cH:68][cH:69][cH:70]2)([c:71]2[cH:72][cH:73][cH:74][cH:75][cH:76]2)[c:77]2[cH:78][cH:79][cH:80][cH:81][cH:82]2)([P:83]([c:84]2[cH:85][cH:86][cH:87][cH:88][cH:89]2)([c:90]2[cH:91][cH:92][cH:93][cH:94][cH:95]2)[c:96]2[cH:97][cH:98][cH:99][cH:100][cH:101]2)[P:102]([c:103]2[cH:104][cH:105][cH:106][cH:107][cH:108]2)([c:109]2[cH:110][cH:111][cH:112][cH:113][cH:114]2)[c:115]2[cH:116][cH:117][cH:118][cH:119][cH:120]2)([c:121]2[cH:122][cH:123][cH:124][cH:125][cH:126]2)[c:127]2[cH:128][cH:129][cH:130][cH:131][cH:132]2)[cH:133][cH:134]1>>[c:2]1(-[c:25]2[c:24]([F:23])[c:29]([F:30])[c:28]([O:31][CH2:32][CH2:33][CH2:34][CH2:35][C:36]([C:37]([C:38]([C:39]([F:40])([F:41])[F:42])([F:43])[F:44])([F:45])[F:46])([F:47])[F:48])[cH:27][cH:26]2)[cH:3][cH:4][c:5]([CH:8]2[O:9][CH2:10][CH:11]([CH2:14][CH2:15][CH2:16][CH2:17][CH2:18][CH2:19][CH2:20][CH2:21][CH3:22])[CH2:12][O:13]2)[cH:6][cH:7]1. Starting materials: COC(=O)c1csc(-c2cocn2)c1, [Na+], [OH-]. Product: O=C(O)c1csc(-c2cocn2)c1. As a reaction SMILES: [CH3:1][O:2][C:3](=[O:4])[c:5]1[cH:6][s:7][c:8](-[c:10]2[n:11][cH:12][o:13][cH:14]2)[cH:9]1.[Na+:16].[OH-:15]>>[O:2]=[C:3]([OH:4])[c:5]1[cH:6][s:7][c:8](-[c:10]2[n:11][cH:12][o:13][cH:14]2)[cH:9]1. Reactants: ClC1=NC=CC(=C1[N+](=O)[O-])NC(C1=C(C=C(C=C1Cl)C#N)Cl)=O (N-(2-chloro-3-nitropyridin-4-yl)-2,6-dichloro-4-cyanobenzamide), CC1=NC(=CC(=N1)N)C (2,6-dimethylpyrimidin-4-amine), C(=O)([O-])[O-].[Cs+].[Cs+] (Cs2CO3), C1(=CC=CC=C1)P(C1=CC=CC=2C(C3=CC=CC(=C3OC12)P(C1=CC=CC=C1)C1=CC=CC=C1)(C)C)C1=CC=CC=C1 (4,5-bis(diphenylphosphino)-9,9-dimethylxanthene). Reagents/catalysts: C=1C=CC(=CC1)/C=C/C(=O)/C=C/C2=CC=CC=C2.C=1C=CC(=CC1)/C=C/C(=O)/C=C/C2=CC=CC=C2.C=1C=CC(=CC1)/C=C/C(=O)/C=C/C2=CC=CC=C2.[Pd].[Pd] (Pd2(dba)3). Run in COCCOC (DME), O1CCOCC1 (dioxane). Product: ClC1=C(C(=O)NC2=C(C(=NC=C2)NC2=NC(=NC(=C2)C)C)[N+](=O)[O-])C(=CC(=C1)C#N)Cl (2,6-dichloro-4-cyano-N-(2-(2,6-dimethylpyrimidin-4-ylamino)-3-nitropyridin-4-yl)benzamide). Isolated yield 3.2%. As a reaction SMILES: Cl[C:2]1[C:7]([N+:8]([O-:10])=[O:9])=[C:6]([NH:11][C:12](=[O:23])[C:13]2[C:18]([Cl:19])=[CH:17][C:16]([C:20]#[N:21])=[CH:15][C:14]=2[Cl:22])[CH:5]=[CH:4][N:3]=1.[CH3:24][C:25]1[N:30]=[C:29]([NH2:31])[CH:28]=[C:27]([CH3:32])[N:26]=1.C([O-])([O-])=O.[Cs+].[Cs+].C1(P(C2C=CC=CC=2)C2C3OC4C(=CC=CC=4P(C4C=CC=CC=4)C4C=CC=CC=4)C(C)(C)C=3C=CC=2)C=CC=CC=1>C1C=CC(/C=C/C(/C=C/C2C=CC=CC=2)=O)=CC=1.C1C=CC(/C=C/C(/C=C/C2C=CC=CC=2)=O)=CC=1.C1C=CC(/C=C/C(/C=C/C2C=CC=CC=2)=O)=CC=1.[Pd].[Pd].COCCOC.O1CCOCC1>[Cl:22][C:14]1[CH:15]=[C:16]([C:20]#[N:21])[CH:17]=[C:18]([Cl:19])[C:13]=1[C:12]([NH:11][C:6]1[CH:5]=[CH:4][N:3]=[C:2]([NH:31][C:29]2[CH:28]=[C:27]([CH3:32])[N:26]=[C:25]([CH3:24])[N:30]=2)[C:7]=1[N+:8]([O-:10])=[O:9])=[O:23] |f:2.3.4,6.7.8.9.10|. Procedure details: A 25 mL microwave tube containing N-(2-chloro-3-nitropyridin-4-yl)-2,6-dichloro-4-cyanobenzamide (100 mg, 0.27 mmol), 2,6-dimethylpyrimidin-4-amine (43 mg, 0.35 mmol), Pd2(dba)3 (8 mg, 0.009 mmol), Cs2CO3 (180 mg, 0.54 mmol), 4,5-bis(diphenylphosphino)-9,9-dimethylxanthene (Xantphos, 4 mg, 0.005 mmol), dioxane (8 mL) and DME (3 mL) was degassed and then charged by N2 (3×). The mixture was then irradiated in a microwave reactor at 160° C. for 2 hours and then diluted with dioxane (20 mL). The rea... RXN SMILES: [CH3:31][N:32]([CH3:33])[CH:34]=[O:35].[Cl:14][CH:15]([CH2:16][n:17]1[cH:18][n:19][cH:20][cH:21]1)[c:22]1[c:23]([CH3:30])[cH:24][c:25]([CH3:29])[cH:26][c:27]1[CH3:28].[H-:12].[Na+:13].[SH:1][c:2]1[cH:3][cH:4][c:5]([C:6](=[O:7])[O:8][CH3:9])[cH:10][cH:11]1>>[S:1]([c:2]1[cH:3][cH:4][c:5]([C:6](=[O:7])[O:8][CH3:9])[cH:10][cH:11]1)[CH:15]([CH2:16][n:17]1[cH:18][n:19][cH:20][cH:21]1)[c:22]1[c:23]([CH3:30])[cH:24][c:25]([CH3:29])[cH:26][c:27]1[CH3:28]. The reactants are CN(C)C=O, Cc1cc(C)c(C(Cl)Cn2ccnc2)c(C)c1, [H-], [Na+], COC(=O)c1ccc(S)cc1. The product is COC(=O)c1ccc(SC(Cn2ccnc2)c2c(C)cc(C)cc2C)cc1. Reactants: O=Cc1cc2c(cc1OCc1ccccc1)CCO2, CC(C)C[Al+]CC(C)C, Cc1ccccc1, Cl, [H-]. Yields the product OCc1cc2c(cc1OCc1ccccc1)CCO2. Reaction SMILES: [CH2:1]([c:2]1[cH:3][cH:4][cH:5][cH:6][cH:7]1)[O:8][c:9]1[c:10]([CH:18]=[O:19])[cH:11][c:12]2[c:13]([cH:17]1)[CH2:14][CH2:15][O:16]2.[CH2:21]([Al+:22][CH2:23][CH:24]([CH3:25])[CH3:26])[CH:27]([CH3:28])[CH3:29].[CH3:31][c:32]1[cH:33][cH:34][cH:35][cH:36][cH:37]1.[ClH:30].[H-:20]>>[CH2:1]([c:2]1[cH:3][cH:4][cH:5][cH:6][cH:7]1)[O:8][c:9]1[c:10]([CH2:18][OH:19])[cH:11][c:12]2[c:13]([cH:17]1)[CH2:14][CH2:15][O:16]2. Reactants: COc1cnc(Br)c2[nH]ccc12, O=C([O-])[O-], C1COCCO1, CNC1CCCCC1NC, Clc1cn[nH]c1, [Cu]I, [K+], [K+]. Product: COc1cnc(-n2cc(Cl)cn2)c2[nH]ccc12. As a reaction SMILES: [Br:1][c:2]1[n:3][cH:4][c:5]([O:11][CH3:12])[c:6]2[c:7]1[nH:8][cH:9][cH:10]2.[C:19](=[O:20])([O-:21])[O-:22].[CH2:35]1[O:36][CH2:37][CH2:38][O:39][CH2:40]1.[CH3:25][NH:26][CH:27]1[CH2:28][CH2:29][CH2:30][CH2:31][CH:32]1[NH:33][CH3:34].[Cl:13][c:14]1[cH:15][n:16][nH:17][cH:18]1.[Cu:41][I:42].[K+:23].[K+:24]>>[c:2]1(-[n:17]2[n:16][cH:15][c:14]([Cl:13])[cH:18]2)[n:3][cH:4][c:5]([O:11][CH3:12])[c:6]2[c:7]1[nH:8][cH:9][cH:10]2. Reactants: CCOC(=O)CCCBr, O=C([O-])[O-], CCC(C)=O, [K+], [K+], O=Cc1ccc(O)cc1. Product: CCOC(=O)CCCOc1ccc(C=O)cc1. RXN SMILES: [Br:16][CH2:17][CH2:18][CH2:19][C:20](=[O:21])[O:22][CH2:23][CH3:24].[C:10](=[O:11])([O-:12])[O-:13].[CH3:25][C:26](=[O:27])[CH2:28][CH3:29].[K+:14].[K+:15].[OH:1][c:2]1[cH:3][cH:4][c:5]([CH:6]=[O:7])[cH:8][cH:9]1>>[O:1]([c:2]1[cH:3][cH:4][c:5]([CH:6]=[O:7])[cH:8][cH:9]1)[CH2:17][CH2:18][CH2:19][C:20](=[O:21])[O:22][CH2:23][CH3:24]. The reactants are CN(C)C=O (DMF), O1C=C(C=C1)CN1CCC(=CC2=C1C=CC(=C2)C2=CC=C(C=C2)OCCOCCC)C(=O)O (1-(3-furylmethyl)-7-(4-propoxyethoxyphenyl)-2,3-dihydro-1-benzazepine-4-carboxylic acid), S(=O)(Cl)Cl (thionyl chloride). Run in O1CCCC1 (tetrahydrofuran). Reaction conditions: time 1 hour. Yields the product O1C=C(C=C1)CN1CCC(=CC2=C1C=CC(=C2)C2=CC=C(C=C2)OCCOCCC)C(=O)NC2=CC=C(C=C2)CN(C2CCOCC2)C (1-(3-furylmethyl)-N-[4-[[N-methyl-N-(tetrahydropyran-4-yl)amino]methyl]phenyl]-7-(4-propoxyethoxyphenyl)-2,3-dihydro-1-benzazepine-4-carboxamide). Reaction SMILES: [CH3:1][N:2]([CH:4]=O)[CH3:3].[O:6]1[CH:10]=[CH:9][C:8]([CH2:11][N:12]2[C:18]3[CH:19]=[CH:20][C:21]([C:23]4[CH:28]=[CH:27][C:26]([O:29][CH2:30][CH2:31][O:32][CH2:33][CH2:34][CH3:35])=[CH:25][CH:24]=4)=[CH:22][C:17]=3[CH:16]=[C:15]([C:36]([OH:38])=O)[CH2:14][CH2:13]2)=[CH:7]1.S(Cl)(Cl)=O>O1CCCC1>[O:6]1[CH:10]=[CH:9][C:8]([CH2:11][N:12]2[C:18]3[CH:19]=[CH:20][C:21]([C:23]4[CH:28]=[CH:27][C:26]([O:29][CH2:30][CH2:31][O:32][CH2:33][CH2:34][CH3:35])=[CH:25][CH:24]=4)=[CH:22][C:17]=3[CH:16]=[C:15]([C:36]([NH:12][C:18]3[CH:19]=[CH:20][C:21]([CH2:4][N:2]([CH3:1])[CH:3]4[CH2:9][CH2:10][O:6][CH2:7][CH2:8]4)=[CH:22][CH:17]=3)=[O:38])[CH2:14][CH2:13]2)=[CH:7]1. Procedure details: One droplet of DMF was added to a solution of 1-(3-furylmethyl)-7-(4-propoxyethoxyphenyl)-2,3-dihydro-1-benzazepine-4-carboxylic acid (200 mg) in tetrahydrofuran (10 ml). Then, thionyl chloride (159 mg) was added at 0° C., the temperature was returned to room temperature, and the mixture was stirred under nitrogen atmosphere for 1 hour. The solvent and excess thionyl chloride were evaporated under reduced pressure, the resulting residue was suspended in tetrahydrofuran (25 ml), and the suspensio...